The task is: describe an organic reaction: reactants, conditions, products, and yield. This data is from the Open Reaction Database (ORD), a public repository of structured organic reaction records. Starting materials: ice, ON1C(=O)CCC1=O (HOSu), C1CCC(CC1)N=C=NC2CCCCC2 (DCC), N1[C@H](CO)CCC1 (L-prolinol), C(C)(C)(C)OC(=O)N[C@@H](C)C(=O)O (t-butyloxycarbonylalanine). Solvent: C1CCOC1 (THF), C1CCOC1 (THF). Conditions: temperature 4 celsius, time 21 hour. Product: C(C)(C)(C)OC(=O)N[C@@H](C)C(=O)N1[C@H](C=O)CCC1 (t-butyloxycarbonyl-alanyl-prolinal). RXN SMILES: [C:1]([O:5][C:6]([NH:8][C@H:9]([C:11]([OH:13])=O)[CH3:10])=[O:7])([CH3:4])([CH3:3])[CH3:2].ON1C(=O)CCC1=O.C1CCC(N=C=NC2CCCCC2)CC1.[NH:37]1[CH2:43][CH2:42][CH2:41][C@H:38]1[CH2:39][OH:40]>C1COCC1>[C:1]([O:5][C:6]([NH:8][C@H:9]([C:11]([N:37]1[CH2:43][CH2:42][CH2:41][C@H:38]1[CH:39]=[O:40])=[O:13])[CH3:10])=[O:7])([CH3:2])([CH3:3])[CH3:4]. Procedure: In 200 ml of THF was dissolved 22.1 g of t-butyloxycarbonylalanine. To this solution were added under cooling with edible salt and ice 11.5 g of HOSu and 20.6 g of DCC, and the mixture was stirred for 21 hours at 4° C. The reaction liquid was filtered and the filtrate was evaporated whereby a semi-solid substance was obtained. This substance was recrystallized from chloroform to obtain a white solid substance which was then dissolved in 400 ml of THF. To this solution was added 7.5 g of L-prolin... Starting materials: ClC=1C=C(C=CC1Cl)C(O)C1=CC=2C(=CN=CC2)N1 ((3,4-Dichlorophenyl)(1H-pyrrolo[2,3-c]pyridin-2-yl)methanol). Run in O1CCCC1 (tetrahydrofuran). Product: ClC=1C=C(C=CC1Cl)C(=O)C1=CC=2C(=CN=CC2)N1 ((3,4-Dichlorophenyl)(1H-pyrrolo[2,3-c]pyridin-2-yl)methanone). The yield is 45.0%. As a reaction SMILES: [Cl:1][C:2]1[CH:3]=[C:4]([CH:9]([C:11]2[NH:19][C:14]3=[CH:15][N:16]=[CH:17][CH:18]=[C:13]3[CH:12]=2)[OH:10])[CH:5]=[CH:6][C:7]=1[Cl:8]>O1CCCC1>[Cl:1][C:2]1[CH:3]=[C:4]([C:9]([C:11]2[NH:19][C:14]3=[CH:15][N:16]=[CH:17][CH:18]=[C:13]3[CH:12]=2)=[O:10])[CH:5]=[CH:6][C:7]=1[Cl:8]. Reported procedure: (3,4-Dichlorophenyl)(1H-pyrrolo[2,3-c]pyridin-2-yl)methanone (99 mg, 45%) was prepared as a yellow solid following the procedure described for Example 100 using (3,4-dichlorophenyl)(1H-pyrrolo[2,3-c]pyridin-2-yl)methanol (Example 113) and tetrahydrofuran as a solvent: mp 274-277° C. dec.; 1H NMR (500 MHz, DMSO-d6) δ7.24 (1H, s), 7.70 (1H, d, J=5.5 Hz), 7.87-7.95 (2H, m), 8.14 (1H, d, J=1.9 Hz), 8.22 (1H, d, J=5.6 Hz), 8.93 (1H, s), 12.50 (1H, s); ESI MS m/z 291 [C14H8Cl2N2O+H]+; HPLC (Method A) ... The reactants are N1[C@H](C(=O)N)CCC1 (H-Pro-NH2), C[C@@H](C(=O)OC1=CC=C(C=C1)[N+](=O)[O-])NC(=O)OCC2=CC=CC=C2 (Z-Ala-ONP). Solvent: CN(C=O)C (dimethylformamide). Run at time 18 hour. The product is N([C@@H](C)C(=O)N1[C@H](C(=O)N)CCC1)C(=O)OCC1=CC=CC=C1 (Z-Ala-Pro-NH2). Yield: 86.2%. Reaction SMILES: [NH:1]1[CH2:8][CH2:7][CH2:6][C@H:2]1[C:3]([NH2:5])=[O:4].[CH3:9][C@H:10]([NH:23][C:24]([O:26][CH2:27][C:28]1[CH:33]=[CH:32][CH:31]=[CH:30][CH:29]=1)=[O:25])[C:11](OC1C=CC([N+]([O-])=O)=CC=1)=[O:12]>CN(C)C=O>[NH:23]([C:24]([O:26][CH2:27][C:28]1[CH:29]=[CH:30][CH:31]=[CH:32][CH:33]=1)=[O:25])[C@H:10]([C:11]([N:1]1[CH2:8][CH2:7][CH2:6][C@H:2]1[C:3]([NH2:5])=[O:4])=[O:12])[CH3:9]. Procedure details: 2.28 g of H-Pro-NH2 and 7.57 g of Z-Ala-ONP are dissolved in 20 ml of dimethylformamide and the yellow solution is allowed to stand for 18 hours at room temperature. It is then evaporated to dryness in a high vacuum, the residue is mixed with ethyl acetate and the resulting powder is thoroughly triturated. After filtering off and drying, 5.5 g of Z-Ala-Pro-NH2 of melting point 164°-165° C. are obtained.